From a dataset of the Open Reaction Database (ORD), a public repository of structured organic reaction records. describe an organic reaction: reactants, conditions, products, and yield The reactants are amide, C12CNCC(N(C1)C(=O)OC(C)(C)C)C2 (tert-butyl 3,6-diazabicyclo[3.2.1]octane-6-carboxylate), C1(CCCC1)N1C(=CC2=C1N=C(N=C2)NC2=NC=C(C(=O)O)C=C2)C(N(C)C)=O (6-(7-Cyclopentyl-6-dimethylcarbamoyl-7H-pyrrolo[2,3-d]pyrimidin-2-ylamino)-nicotinic acid), [Li+].[Cl-] (LiCl). Product: C(C)(C)(C)OC(=O)N1C2CN(CC(C1)C2)C(=O)C=2C=NC(=CC2)NC=2N=CC1=C(N2)N(C(=C1)C(N(C)C)=O)C1CCCC1 (3-[6-(7-Cyclopentyl-6-dimethylcarbamoyl-7H-pyrrolo[2,3-d]pyrimidin-2-ylamino)-pyridine-3-carbonyl]-3,6-diaza-bicyclo[3.2.1]octane-6-carboxylic acid tert-butyl ester). The yield is 80.0%. Reaction SMILES: [CH:1]1([N:6]2[C:10]3[N:11]=[C:12]([NH:15][C:16]4[CH:24]=[CH:23][C:19]([C:20]([OH:22])=O)=[CH:18][N:17]=4)[N:13]=[CH:14][C:9]=3[CH:8]=[C:7]2[C:25](=[O:29])[N:26]([CH3:28])[CH3:27])[CH2:5][CH2:4][CH2:3][CH2:2]1.[Li+].[Cl-].[CH:32]12[CH2:46][CH:36]([N:37]([C:39]([O:41][C:42]([CH3:45])([CH3:44])[CH3:43])=[O:40])[CH2:38]1)[CH2:35][NH:34][CH2:33]2>>[C:42]([O:41][C:39]([N:37]1[CH2:38][CH:32]2[CH2:46][CH:36]1[CH2:35][N:34]([C:20]([C:19]1[CH:18]=[N:17][C:16]([NH:15][C:12]3[N:13]=[CH:14][C:9]4[CH:8]=[C:7]([C:25](=[O:29])[N:26]([CH3:27])[CH3:28])[N:6]([CH:1]5[CH2:5][CH2:4][CH2:3][CH2:2]5)[C:10]=4[N:11]=3)=[CH:24][CH:23]=1)=[O:22])[CH2:33]2)=[O:40])([CH3:45])([CH3:43])[CH3:44] |f:1.2|. Reported procedure: Following general amide formation method 1, 6-(7-Cyclopentyl-6-dimethylcarbamoyl-7H-pyrrolo[2,3-d]pyrimidin-2-ylamino)-nicotinic acid (in a salt form with 5 eq. of LiCl) (571 mg, 0.942 mmol) was combined with tert-butyl 3,6-diazabicyclo[3.2.1]octane-6-carboxylate (200 mg, 0.942 mmol) to give 446 mg of 3-[6-(7-Cyclopentyl-6-dimethylcarbamoyl-7H-pyrrolo[2,3-d]pyrimidin-2-ylamino)-pyridine-3-carbonyl]-3,6-diaza-bicyclo[3.2.1]octane-6-carboxylic acid tert-butyl ester in 80% yield. MS (ESI) m/e (M+H+... Reactants: NCCN1CCCC1, CN1CCC(NC(=O)c2cc(F)c(N)cc2F)C1. The product is Nc1cc(F)c(C(=O)NCCN2CCCC2)cc1F. RXN SMILES: [N:19]1([CH2:21][CH2:22][NH2:23])[CH2:20][CH2:26][CH2:25][CH2:24]1.[NH2:1][c:2]1[cH:3][c:4]([F:18])[c:5]([C:6](=[O:7])[NH:8][CH:9]2[CH2:10][N:11]([CH3:14])[CH2:12][CH2:13]2)[cH:15][c:16]1[F:17]>>[NH2:1][c:2]1[cH:3][c:4]([F:18])[c:5]([C:6](=[O:7])[NH:8][CH2:9][CH2:10][N:11]2[CH2:12][CH2:13][CH2:20][CH2:14]2)[cH:15][c:16]1[F:17]. Reactants: [N+](=O)([O-])C1=C(C=C(C=C1)C1=CC=NN1)C(F)(F)F (5-(4-nitro-3-(trifluoromethyl)phenyl)-1H-pyrazole), OCCNC(OC(C)(C)C)=O (tert-butyl 2-hydroxyethylcarbamate). Yields the product [N+](=O)([O-])C1=C(C=C(C=C1)C1=NN(C=C1)CCN)C(F)(F)F (2-(3-(4-nitro-3-(trifluoromethyl)phenyl)-1H-pyrazol-1-yl)ethanamine). Isolated yield 62.9%. RXN SMILES: [N+:1]([C:4]1[CH:9]=[CH:8][C:7]([C:10]2[NH:14][N:13]=[CH:12][CH:11]=2)=[CH:6][C:5]=1[C:15]([F:18])([F:17])[F:16])([O-:3])=[O:2].O[CH2:20][CH2:21][NH:22]C(=O)OC(C)(C)C>>[N+:1]([C:4]1[CH:9]=[CH:8][C:7]([C:10]2[CH:11]=[CH:12][N:13]([CH2:20][CH2:21][NH2:22])[N:14]=2)=[CH:6][C:5]=1[C:15]([F:18])([F:17])[F:16])([O-:3])=[O:2]. Procedure: The title compound was prepared from 5-(4-nitro-3-(trifluoromethyl)phenyl)-1H-pyrazole (1.69 g, 6.57 mmol) and tert-butyl 2-hydroxyethylcarbamate (1.059 g, 6.57 mmol) using the method of Example 34(c) to afford 1.24 g of the title compound. 1H-NMR (400 MHz; d6-DMSO): δ 3.33 (m, 2H), 4.53 (t, 2H), 7.13 (d, 1H), 8.00 (d, 1H), 8.38 (m, 1H), 13.45 (m, 1H). Yields the product C(C)(=O)N(C1=CC=C(C(=O)NC2=C(C=CC(=C2)C=2SC=CC2)N)C=C1)CCN(C)C (4-{acetyl [2-(dimethylamino)ethyl]amino}-N-[2-amino-5-(2-thienyl)phenyl]benzamide). The solvent is C(Cl)Cl (DCM). Reported procedure: TFA (0.5 mL) was added to the tert-butyl [2-[(4-{acetyl[2-(dimethylamino)ethyl]amino}benzoyl)amino]-4-(2-thienyl)phenyl]carbamate (0.05 g, 0.096 mmol) in DCM (1 mL). The reaction mixture was stirred for 45 min. LC/MS shows mass for the product. The mixture was concentrated and 1H NMR was taken to show pure compound. 1H NMR (600 MHz, MeOH-d4) δ 8.20 (d, J=8.4 Hz, 2H), 8.69 (d, J=1.8 Hz, 1H), 7.65 (dd, J=2.0, 8.4 Hz, 1H), 7.57 (d, J=8.4 Hz, 2H), 7.43 (dd, J=4.3, 7.4 Hz, 2H), 7.38 (d, J=8.4 Hz, 1H)... Reaction conditions: time 45 minute. Reactants: C(=O)(C(F)(F)F)O (TFA), C(C)(=O)N(C1=CC=C(C(=O)NC2=C(C=CC(=C2)C=2SC=CC2)NC(OC(C)(C)C)=O)C=C1)CCN(C)C (tert-butyl [2-[(4-{acetyl[2-(dimethylamino)ethyl]amino}benzoyl)amino]-4-(2-thienyl)phenyl]carbamate). As a reaction SMILES: C(O)(C(F)(F)F)=O.[C:8]([N:11]([CH2:40][CH2:41][N:42]([CH3:44])[CH3:43])[C:12]1[CH:39]=[CH:38][C:15]([C:16]([NH:18][C:19]2[CH:24]=[C:23]([C:25]3[S:26][CH:27]=[CH:28][CH:29]=3)[CH:22]=[CH:21][C:20]=2[NH:30]C(=O)OC(C)(C)C)=[O:17])=[CH:14][CH:13]=1)(=[O:10])[CH3:9]>C(Cl)Cl>[C:8]([N:11]([CH2:40][CH2:41][N:42]([CH3:43])[CH3:44])[C:12]1[CH:39]=[CH:38][C:15]([C:16]([NH:18][C:19]2[CH:24]=[C:23]([C:25]3[S:26][CH:27]=[CH:28][CH:29]=3)[CH:22]=[CH:21][C:20]=2[NH2:30])=[O:17])=[CH:14][CH:13]=1)(=[O:10])[CH3:9]. Starting materials: O (water), C[O-].[Na+] (Sodium methoxide), CC1=CC=C(C=C1)S(=O)(=O)N(CCOS(=O)(=O)C1=CC=C(C=C1)C)CC(C)(O)C (1-{N-[(4-methylphenyl)sulfonyl]-N-[(4-methylphenyl)sulfonyloxyethyl]amino}-2-methyl-2-propanol), C[O-].[Na+] (sodium methoxide). The solvent is CO (methanol). Reaction conditions: time 1.5 hour. Product: CC1(CN(CCO1)S(=O)(=O)C1=CC=C(C=C1)C)C (2,2-dimethyl-4-[(4-methylphenyl)sulfonyl]morpholine). The yield is 93.1%. Reaction SMILES: C[O-].[Na+].[CH3:4][C:5]1[CH:10]=[CH:9][C:8]([S:11]([N:14]([CH2:28][C:29]([CH3:32])([OH:31])[CH3:30])[CH2:15][CH2:16]OS(C2C=CC(C)=CC=2)(=O)=O)(=[O:13])=[O:12])=[CH:7][CH:6]=1.O>CO>[CH3:30][C:29]1([CH3:32])[O:31][CH2:16][CH2:15][N:14]([S:11]([C:8]2[CH:9]=[CH:10][C:5]([CH3:4])=[CH:6][CH:7]=2)(=[O:13])=[O:12])[CH2:28]1 |f:0.1|. Reported procedure: Sodium methoxide (9.7 g) was added to a stirred solution of 1-{N-[(4-methylphenyl)sulfonyl]-N-[(4-methylphenyl)sulfonyloxyethyl]amino}-2-methyl-2-propanol (72.2 g) in methanol (350 ml) and the solution was stirred at room temperature for 1.5 h. A further amount of sodium methoxide (9.7 g) was then added and the mixture was stirred for an additional 30 min. The suspension was poured into water (1.2 l) and the mixture was stirred for 20 min. The colourless solid was filtered off, washed with water... Starting materials: C, CCC(C)C(NC(=O)OCc1ccccc1)C(=O)NC(CO)Cc1c[nH]c2ccccc12, CCO, CN(C)C=O, CN(C)c1ccncc1, [Pd], O=S(=O)(Cl)c1cccc2ccccc12. The product is CCC(C)C(NS(=O)(=O)c1cccc2ccccc12)C(=O)NC(CO)Cc1c[nH]c2ccccc12. Reaction SMILES: [C:64].[CH2:1]([O:2][C:3](=[O:4])[NH:11][CH:12]([CH:13]([CH3:14])[CH2:15][CH3:16])[C:17](=[O:18])[NH:19][CH:20]([CH2:21][c:22]1[cH:23][nH:24][c:25]2[cH:26][cH:27][cH:28][cH:29][c:30]12)[CH2:31][OH:32])[c:5]1[cH:6][cH:7][cH:8][cH:9][cH:10]1.[CH3:33][CH2:34][OH:35].[CH3:50][N:51]([CH3:52])[CH:53]=[O:54].[CH3:55][N:56]([c:57]1[cH:58][cH:59][n:60][cH:61][cH:62]1)[CH3:63].[Pd:65].[c:36]1([S:46](=[O:47])(=[O:48])[Cl:49])[cH:37][cH:38][cH:39][c:40]2[cH:41][cH:42][cH:43][cH:44][c:45]12>>[NH:11]([CH:12]([CH:13]([CH3:14])[CH2:15][CH3:16])[C:17](=[O:18])[NH:19][CH:20]([CH2:21][c:22]1[cH:23][nH:24][c:25]2[cH:26][cH:27][cH:28][cH:29][c:30]12)[CH2:31][OH:32])[S:46]([c:36]1[cH:37][cH:38][cH:39][c:40]2[cH:41][cH:42][cH:43][cH:44][c:45]12)(=[O:47])=[O:48]. The reactants are CO.[Na] (sodium methanol), O=C(CCCCN1C(=O)N(C=2N=CN(C2C1=O)C(C(CC)(C)C)=O)C)C (1-(5-oxohexyl)-3-methyl-7(methylpivaloyl)xanthine), O (water). Run in CO (methanol). Run at time 15 minute. Yields the product O=C(CCCCN1C(=O)N(C=2N=CNC2C1=O)C)C (1-(5-oxohexyl)-3-methylxanthine), solid. The yield is 64.3%. RXN SMILES: CO.[Na].[O:4]=[C:5]([CH3:29])[CH2:6][CH2:7][CH2:8][CH2:9][N:10]1[C:19](=[O:20])[C:18]2[N:17](C(=O)C(C)(C)CC)[CH:16]=[N:15][C:14]=2[N:13]([CH3:28])[C:11]1=[O:12].O>CO>[O:4]=[C:5]([CH3:29])[CH2:6][CH2:7][CH2:8][CH2:9][N:10]1[C:19](=[O:20])[C:18]2[NH:17][CH:16]=[N:15][C:14]=2[N:13]([CH3:28])[C:11]1=[O:12] |f:0.1,^1:2|. Procedure: A sodium methanol solution (prepared by adding sodium (20 mg, 0.9 mmol) to 1 ml of methanol) was added to a solution of 1-(5-oxohexyl)-3-methyl-7(methylpivaloyl)xanthine (270 mg, 0.7 mmol) in 4 ml of methanol and stirred for 15 min. The reaction mixture was poured into water (20 ml), then extracted with 25% ethanol/dichloromethane (4×50 ml). The organic extracts were combined, dried with sodium sulfate, and evaporated to give a yellow solid. The solid was washed with ether to remove impurities a...